This data is from the Open Reaction Database (ORD), a public repository of structured organic reaction records. The task is: describe an organic reaction: reactants, conditions, products, and yield The reactants are C1CCOC1, COC(=O)CCCCc1ccc(C(=O)N2Cc3cnn(C)c3Nc3ccccc32)cc1C, [Li+], [OH-], O, O. The product is Cc1cc(C(=O)N2Cc3cnn(C)c3Nc3ccccc32)ccc1CCCCC(=O)O. RXN SMILES: [CH2:36]1[O:37][CH2:38][CH2:39][CH2:40]1.[CH3:4][O:5][C:6]([CH2:7][CH2:8][CH2:9][CH2:10][c:11]1[c:12]([CH3:34])[cH:13][c:14]([C:17](=[O:18])[N:19]2[c:20]3[c:21]([cH:30][cH:31][cH:32][cH:33]3)[NH:22][c:23]3[n:24]([CH3:29])[n:25][cH:26][c:27]3[CH2:28]2)[cH:15][cH:16]1)=[O:35].[Li+:3].[OH-:2].[OH2:1].[OH2:41]>>[O:5]=[C:6]([CH2:7][CH2:8][CH2:9][CH2:10][c:11]1[c:12]([CH3:34])[cH:13][c:14]([C:17](=[O:18])[N:19]2[c:20]3[c:21]([cH:30][cH:31][cH:32][cH:33]3)[NH:22][c:23]3[n:24]([CH3:29])[n:25][cH:26][c:27]3[CH2:28]2)[cH:15][cH:16]1)[OH:35]. Starting materials: O1C2=C(CC1)C=CC=C2N (2,3-dihydrobenzo[b]furan-7-ylamine), [Cl-].C(N)(=O)C1=CC=[N+](C=C1)C1=C(C=C(C=C1)[N+](=O)[O-])[N+](=O)[O-] (4-carbamoyl-1-(2,4-dinitrophenyl)pyridinium chloride). Run in CO (methanol). Product: [Cl-].O1C2=C(CC1)C=CC=C2[N+]2=CC=C(C=C2)C(N)=O (1-(2,3-dihydrobenzo[b]furan-7-yl)-4-carbamoylpyridinium chloride). As a reaction SMILES: [O:1]1[CH2:5][CH2:4][C:3]2[CH:6]=[CH:7][CH:8]=[C:9]([NH2:10])[C:2]1=2.[Cl-:11].[C:12]([C:15]1[CH:20]=[CH:19][N+](C2C=CC([N+]([O-])=O)=CC=2[N+]([O-])=O)=[CH:17][CH:16]=1)(=[O:14])[NH2:13]>CO>[Cl-:11].[O:1]1[CH2:5][CH2:4][C:3]2[CH:6]=[CH:7][CH:8]=[C:9]([N+:10]3[CH:19]=[CH:20][C:15]([C:12](=[O:14])[NH2:13])=[CH:16][CH:17]=3)[C:2]1=2 |f:1.2,4.5|. Procedure: A mixture of 2,3-dihydrobenzo[b]furan-7-ylamine (6.8 g prepared in a similar manner to that described in Tetrahedron Letters 1982,23,147), 4-carbamoyl-1-(2,4-dinitrophenyl)pyridinium chloride (14.7 g prepared in a similar manner to that described in Example 2) and methanol (400 ml) was stirred under reflux for 5 hours then allowed to stand at ambient temperature and heated for 16 hours. The solvent was removed in vacuo, and the residue was triturated with hot acetone, cooled and filtered to give... Starting materials: CN1CCN(S(=O)(=O)c2ccc(C(F)(F)F)cc2[N+](=O)[O-])CC1, CCO, [H][H]. Yields the product CN1CCN(S(=O)(=O)c2ccc(C(F)(F)F)cc2N)CC1. As a reaction SMILES: [CH3:1][N:2]1[CH2:3][CH2:4][N:5]([S:8](=[O:9])(=[O:10])[c:11]2[c:12]([N+:21]([O-:22])=[O:23])[cH:13][c:14]([C:17]([F:18])([F:19])[F:20])[cH:15][cH:16]2)[CH2:6][CH2:7]1.[CH3:26][CH2:27][OH:28].[H:24][H:25]>>[CH3:1][N:2]1[CH2:3][CH2:4][N:5]([S:8](=[O:9])(=[O:10])[c:11]2[c:12]([NH2:21])[cH:13][c:14]([C:17]([F:18])([F:19])[F:20])[cH:15][cH:16]2)[CH2:6][CH2:7]1. Starting materials: CC(C)(C)O, CN(C)c1ccncc1, Cc1ccc(C(=O)O)cc1[N+](=O)[O-], ClCCl. The product is Cc1ccc(C(=O)OC(C)(C)C)cc1[N+](=O)[O-]. RXN SMILES: [CH3:14][C:15]([CH3:16])([CH3:17])[OH:18].[CH3:19][N:20]([CH3:21])[c:22]1[cH:23][cH:24][n:25][cH:26][cH:27]1.[CH3:1][c:2]1[c:3]([N+:11](=[O:12])[O-:13])[cH:4][c:5]([C:6](=[O:7])[OH:8])[cH:9][cH:10]1.[Cl:28][CH2:29][Cl:30]>>[CH3:1][c:2]1[c:3]([N+:11](=[O:12])[O-:13])[cH:4][c:5]([C:6]([O:7][C:15]([CH3:14])([CH3:16])[CH3:17])=[O:8])[cH:9][cH:10]1.